Dataset: the Open Reaction Database (ORD), a public repository of structured organic reaction records. Task: describe an organic reaction: reactants, conditions, products, and yield Reactants: CC1(CCC(CC1)NC1=NC=NC2=C(C=CC=C12)N)C (N4-(4,4-dimethylcyclohexyl)quinazoline-4,8-diamine), CCN(C(C)C)C(C)C (DIPEA), ClC1=CC=C(C(=C1C(=O)O)F)CNC(C(C)(C)C)=O (6-chloro-2-fluoro-3-(pivalamidomethyl)benzoic acid), C(C(=O)Cl)(=O)Cl (oxalyl chloride). The reagents and catalysts are CN(C)C=O (DMF). The solvent is C(Cl)Cl (CH2Cl2). The product is ClC1=CC=C(C(=C1C(=O)NC=1C=CC=C2C(=NC=NC12)NC1CCC(CC1)(C)C)F)CNC(C(C)(C)C)=O (6-Chloro-N-(4-((4,4-dimethylcyclohexyl)amino)quinazolin-8-yl)-2-fluoro-3-(pivalamidomethyl)benzamide). Isolated yield 5.0%. As a reaction SMILES: [CH3:1][C:2]1([CH3:20])[CH2:7][CH2:6][CH:5]([NH:8][C:9]2[C:18]3[C:13](=[C:14]([NH2:19])[CH:15]=[CH:16][CH:17]=3)[N:12]=[CH:11][N:10]=2)[CH2:4][CH2:3]1.[Cl:21][C:22]1[C:27]([C:28](O)=[O:29])=[C:26]([F:31])[C:25]([CH2:32][NH:33][C:34](=[O:39])[C:35]([CH3:38])([CH3:37])[CH3:36])=[CH:24][CH:23]=1.C(Cl)(=O)C(Cl)=O.CCN(C(C)C)C(C)C>CN(C=O)C.C(Cl)Cl>[Cl:21][C:22]1[C:27]([C:28]([NH:19][C:14]2[CH:15]=[CH:16][CH:17]=[C:18]3[C:13]=2[N:12]=[CH:11][N:10]=[C:9]3[NH:8][CH:5]2[CH2:4][CH2:3][C:2]([CH3:20])([CH3:1])[CH2:7][CH2:6]2)=[O:29])=[C:26]([F:31])[C:25]([CH2:32][NH:33][C:34](=[O:39])[C:35]([CH3:37])([CH3:36])[CH3:38])=[CH:24][CH:23]=1. Procedure: The title compound was prepared following the procedure described in Example-1 using N4-(4,4-dimethylcyclohexyl)quinazoline-4,8-diamine (Intermediate-15, 100 mg, 0.37 mmol), 6-chloro-2-fluoro-3-(pivalamidomethyl)benzoic acid (Intermediate-2, 212 mg, 0.99 mmol), oxalyl chloride (188 mg, 1.49 mmol), DMF (1 drop) and DIPEA (143 mg, 1.11 mmol) in CH2Cl2 (5 mL) to afford 10 mg of the title product. 1H NMR (300 MHz, CDCl3): δ 9.91 (s, 1H), 8.96 (d, 1H), 8.55 (s, 1H), 7.51-7.44 (m, 3H), 6.11 (br s, 1H)... Run at time 3 day. Procedure details: To a mixture of 4-nitrophenyl chloroformate (1.97 g), 2,2-dimethylbutan-1-ol [CAS No. 1185-33-7] (1 g), and dichloromethane (30 mL), pyridine (1.58 mL) was added, and the resulting mixture was stirred at room temperature for 3 days. To the mixture, ethyl acetate and 1 N hydrochloric acid were added. After shaking the resulting mixture, the organic layer was collected, sequentially washed twice with water and with saturated aqueous sodium chloride solution, and dried over anhydrous sodium sulfate... Solvent: N1=CC=CC=C1 (pyridine), C(C)(=O)OCC (ethyl acetate). The product is [N+](=O)([O-])C1=CC=C(C=C1)OC(OCC(CC)(C)C)=O (Carbonic acid 2,2-dimethylbutyl ester 4-nitrophenyl ester). As a reaction SMILES: Cl[C:2]([O:4][C:5]1[CH:10]=[CH:9][C:8]([N+:11]([O-:13])=[O:12])=[CH:7][CH:6]=1)=[O:3].[CH3:14][C:15]([CH3:20])([CH2:18][CH3:19])[CH2:16][OH:17].ClCCl.Cl>C(OCC)(=O)C.N1C=CC=CC=1>[N+:11]([C:8]1[CH:7]=[CH:6][C:5]([O:4][C:2](=[O:3])[O:17][CH2:16][C:15]([CH3:20])([CH3:14])[CH2:18][CH3:19])=[CH:10][CH:9]=1)([O-:13])=[O:12]. Reactants: ClCCl (dichloromethane), ClC(=O)OC1=CC=C(C=C1)[N+](=O)[O-] (4-nitrophenyl chloroformate), CC(CO)(CC)C (2,2-dimethylbutan-1-ol), Cl (hydrochloric acid). The reactants are N1(CCCCC1)C=1C=C2C(NC(=NC2=CC1)N1N=CC(=C1)C(=O)OCC)=O (ethyl 1-(6-(piperidin-1-yl)-4-oxo-3,4-dihydroquinazolin-2-yl)-1H-pyrazole-4-carboxylate), C(C)NCC (diethylamine). Yields the product C(C)N(C1=NC(=NC2=CC=C(C=C12)N1CCCCC1)N1N=CC(=C1)C(=O)O)CC (1-(4-(Diethylamino)-6-(piperidin-1-yl)quinazolin-2-yl)-1H-pyrazole-4-carboxylic acid). As a reaction SMILES: [N:1]1([C:7]2[CH:8]=[C:9]3[C:14](=[CH:15][CH:16]=2)[N:13]=[C:12]([N:17]2[CH:21]=[C:20]([C:22]([O:24]CC)=[O:23])[CH:19]=[N:18]2)[NH:11][C:10]3=O)[CH2:6][CH2:5][CH2:4][CH2:3][CH2:2]1.[CH2:28]([NH:30][CH2:31][CH3:32])[CH3:29]>>[CH2:28]([N:30]([CH2:31][CH3:32])[C:10]1[C:9]2[C:14](=[CH:15][CH:16]=[C:7]([N:1]3[CH2:2][CH2:3][CH2:4][CH2:5][CH2:6]3)[CH:8]=2)[N:13]=[C:12]([N:17]2[CH:21]=[C:20]([C:22]([OH:24])=[O:23])[CH:19]=[N:18]2)[N:11]=1)[CH3:29]. Reported procedure: The above compound may be made analogous to Example 1 using ethyl 1-(6-(piperidin-1-yl)-4-oxo-3,4-dihydroquinazolin-2-yl)-1H-pyrazole-4-carboxylate in step D and diethylamine in step E. MS (ESI/CI): predicted mass C21H26N6O2, 394.2. Product: BrC1CC(C2=CC=CC=C12)=O (3-Bromoindan-1-one). Procedure details: 1-Indanone (1 g) and NBS (1.4 g) was mixed with dry CCl4 (20 ml). A catalytic amount of AlBN was added and the mixture was refluxed for 30 minutes and excited with light using 250 W lamp. The mixture was cooled in an ice bath and filtered. The filtrate was concentrated in an evaporator and used without further purification for the next step. Yield was 1.5 g. The reactants are C1(CCC2=CC=CC=C12)=O (1-Indanone), C1CC(=O)N(C1=O)Br (NBS), AlBN. Solvent: C(Cl)(Cl)(Cl)Cl (CCl4). RXN SMILES: [C:1]1(=[O:10])[C:9]2[C:4](=[CH:5][CH:6]=[CH:7][CH:8]=2)[CH2:3][CH2:2]1.C1C(=O)N([Br:18])C(=O)C1>C(Cl)(Cl)(Cl)Cl>[Br:18][CH:3]1[C:4]2[C:9](=[CH:8][CH:7]=[CH:6][CH:5]=2)[C:1](=[O:10])[CH2:2]1. Starting materials: C(C1=CC=C(C=C1)OC)(=O)[C@@]([C@@](C(=O)O)(O)C(C1=CC=C(C=C1)OC)=O)(O)C(=O)O.C1(=CC=CC=C1)C1(CNCC1)CCO ((−)-3-phenyl-3-(2-hydroxyethyl)pyrrolidine (R,R)-di-p-anisoyltartaric acid salt), C([O-])([O-])=O.[Na+].[Na+] (sodium carbonate), COC=1C=C(C(=O)Cl)C=C(C1OC)OC (3,4,5-trimethoxybenzoyl chloride). The solvent is C(C)(=O)OCC (ethyl acetate), O (water), C(C)(=O)OCC (ethyl acetate). Reaction conditions: temperature 0 celsius, time 30 minute. Yields the product COC=1C=C(C(=O)N2CC(CC2)(CCO)C2=CC=CC=C2)C=C(C1OC)OC (1-(3,4,5-trimethoxybenzoyl)-3-phenyl-3-(2-hydroxyethyl)pyrrolidine). RXN SMILES: C([C@](C(O)=O)(O)[C@](C(=O)C1C=CC(OC)=CC=1)(O)C(O)=O)(=O)C1C=CC(OC)=CC=1.[C:31]1([C:37]2([CH2:42][CH2:43][OH:44])[CH2:41][CH2:40][NH:39][CH2:38]2)[CH:36]=[CH:35][CH:34]=[CH:33][CH:32]=1.C(=O)([O-])[O-].[Na+].[Na+].[CH3:51][O:52][C:53]1[CH:54]=[C:55]([CH:59]=[C:60]([O:64][CH3:65])[C:61]=1[O:62][CH3:63])[C:56](Cl)=[O:57]>C(OCC)(=O)C.O>[CH3:65][O:64][C:60]1[CH:59]=[C:55]([CH:54]=[C:53]([O:52][CH3:51])[C:61]=1[O:62][CH3:63])[C:56]([N:39]1[CH2:40][CH2:41][C:37]([C:31]2[CH:32]=[CH:33][CH:34]=[CH:35][CH:36]=2)([CH2:42][CH2:43][OH:44])[CH2:38]1)=[O:57] |f:0.1,2.3.4|. Reported procedure: Combine (−)-3-phenyl-3-(2-hydroxyethyl)pyrrolidine (R,R)-di-p-anisoyltartaric acid salt (56.0 g, 92.1 mmol), sodium carbonate (19.5 g, 184 mmol) in ethyl acetate (2 L) and water (2 L). Cool to about 0° C. in an ice bath. After 30 minutes, slowly add dropwise portionwise 3,4,5-trimethoxybenzoyl chloride (21.2 g, 92.1 mmol). After the addition is complete, warm to ambient temperature. After 1 hour, dilute the reaction mixture ethyl acetate and extract with water, 1 M aqueous hydrochloric acid solu... The reactants are ClC=1C=CC(=NC1)NC(=O)CN1C(=NC2=C1C=CC=C2C(=O)O)C(NC2CCN(CC2)C2CC2)=O (1-[(5-chloro-pyridin-2-ylcarbamoyl)-methyl]-2-(1-cyclopropyl-piperidin-4-ylcarbamoyl)-1H-benzoimidazole-4-carboxylic acid), C1(CC1)CO (cyclopropyl-methanol). Yields the product C1(CC1)COC(=O)C1=CC=CC=2N(C(=NC21)C(NC2CCN(CC2)C2CC2)=O)CC(NC2=NC=C(C=C2)Cl)=O (1-[(5-Chloro-pyridin-2-ylcarbamoyl)-methyl]-2-(1-cyclopropyl-piperidin-4-ylcarbamoyl)-1H-benzoimidazole-4-carboxylic acid cyclopropylmethyl ester). Reaction SMILES: [Cl:1][C:2]1[CH:3]=[CH:4][C:5]([NH:8][C:9]([CH2:11][N:12]2[C:16]3[CH:17]=[CH:18][CH:19]=[C:20]([C:21]([OH:23])=[O:22])[C:15]=3[N:14]=[C:13]2[C:24](=[O:35])[NH:25][CH:26]2[CH2:31][CH2:30][N:29]([CH:32]3[CH2:34][CH2:33]3)[CH2:28][CH2:27]2)=[O:10])=[N:6][CH:7]=1.[CH:36]1([CH2:39]O)[CH2:38][CH2:37]1>>[CH:36]1([CH2:39][O:22][C:21]([C:20]2[C:15]3[N:14]=[C:13]([C:24](=[O:35])[NH:25][CH:26]4[CH2:31][CH2:30][N:29]([CH:32]5[CH2:34][CH2:33]5)[CH2:28][CH2:27]4)[N:12]([CH2:11][C:9](=[O:10])[NH:8][C:5]4[CH:4]=[CH:3][C:2]([Cl:1])=[CH:7][N:6]=4)[C:16]=3[CH:17]=[CH:18][CH:19]=2)=[O:23])[CH2:38][CH2:37]1. Procedure details: 1-[(5-Chloro-pyridin-2-ylcarbamoyl)-methyl]-2-(1-cyclopropyl-piperidin-4-ylcarbamoyl)-1H-benzoimidazole-4-carboxylic acid cyclopropylmethyl ester was prepared by a procedure according to example 69 starting from 589.0 mg (1.19 mmol) 1-[(5-chloro-pyridin-2-ylcarbamoyl)-methyl]-2-(1-cyclopropyl-piperidin-4-ylcarbamoyl)-1H-benzoimidazole-4-carboxylic acid and 1.92 mL (23.8 mmol) cyclopropyl-methanol.